Dataset: the Open Reaction Database (ORD), a public repository of structured organic reaction records. Task: describe an organic reaction: reactants, conditions, products, and yield Starting materials: CC(C)(C)c1ccc(S(=O)(=O)Cl)cc1, Cc1ccccc1, Cl, COC(=O)c1cc(N)c(Oc2cccc(OC)c2)c(OCCOC2CCCCO2)c1, c1ccncc1. Yields the product COC(=O)c1cc(NS(=O)(=O)c2ccc(C(C)(C)C)cc2)c(Oc2cccc(OC)c2)c(OCCOC2CCCCO2)c1. As a reaction SMILES: [C:31]([CH3:32])([CH3:33])([CH3:34])[c:35]1[cH:36][cH:37][c:38]([S:41](=[O:42])(=[O:43])[Cl:44])[cH:39][cH:40]1.[CH3:52][c:53]1[cH:54][cH:55][cH:56][cH:57][cH:58]1.[ClH:45].[NH2:1][c:2]1[cH:3][c:4]([C:5](=[O:6])[O:7][CH3:8])[cH:9][c:10]([O:21][CH2:22][CH2:23][O:24][CH:25]2[O:26][CH2:27][CH2:28][CH2:29][CH2:30]2)[c:11]1[O:12][c:13]1[cH:14][c:15]([O:19][CH3:20])[cH:16][cH:17][cH:18]1.[cH:46]1[cH:47][cH:48][n:49][cH:50][cH:51]1>>[NH:1]([c:2]1[cH:3][c:4]([C:5](=[O:6])[O:7][CH3:8])[cH:9][c:10]([O:21][CH2:22][CH2:23][O:24][CH:25]2[O:26][CH2:27][CH2:28][CH2:29][CH2:30]2)[c:11]1[O:12][c:13]1[cH:14][c:15]([O:19][CH3:20])[cH:16][cH:17][cH:18]1)[S:41]([c:38]1[cH:37][cH:36][c:35]([C:31]([CH3:32])([CH3:33])[CH3:34])[cH:40][cH:39]1)(=[O:42])=[O:43]. The reactants are O=S1(=O)N(c2ccccc2F)Cc2ccccc2N1CCCBr, O=C([O-])O, CN, CO, [Na+]. Yields the product CNCCCN1c2ccccc2CN(c2ccccc2F)S1(=O)=O. RXN SMILES: [Br:1][CH2:2][CH2:3][CH2:4][N:5]1[S:6](=[O:22])(=[O:23])[N:7]([c:15]2[c:16]([F:21])[cH:17][cH:18][cH:19][cH:20]2)[CH2:8][c:9]2[c:10]1[cH:11][cH:12][cH:13][cH:14]2.[C:26](=[O:27])([OH:28])[O-:29].[CH3:24][NH2:25].[CH3:31][OH:32].[Na+:30]>>[CH2:2]([CH2:3][CH2:4][N:5]1[S:6](=[O:22])(=[O:23])[N:7]([c:15]2[c:16]([F:21])[cH:17][cH:18][cH:19][cH:20]2)[CH2:8][c:9]2[c:10]1[cH:11][cH:12][cH:13][cH:14]2)[NH:25][CH3:24].